From a dataset of the Open Reaction Database (ORD), a public repository of structured organic reaction records. describe an organic reaction: reactants, conditions, products, and yield The reactants are 96.5, C(C=C)#N (acrylonitrile), C(C=C)#N (acrylonitrile), aqueous solution, C(C=C)(=O)[O-].[Na+] (sodium acrylate), C(C=C)#N (acrylonitrile). Product: aqueous solution, C(C=C)(=O)N (acrylamide), C(C=C)#N (acrylonitrile). Isolated yield 15.4%. As a reaction SMILES: [C:1](#[N:4])[CH:2]=[CH2:3].C([O-])(=[O:8])C=C.[Na+]>>[C:1]([NH2:4])(=[O:8])[CH:2]=[CH2:3].[C:1](#[N:4])[CH:2]=[CH2:3] |f:1.2|. Procedure: Three jacketed glass columns, each column being charged with 40 parts of the above-prepared fixed cells, were connected in series. A mixed solution of 4 parts of acrylonitrile and 96 parts of a 0.1% aqueous solution of sodium acrylate (neutralized with Na2CO3 to pH 8.0) was introduced into the first column (hereinafter referred to as "Column No. 1") from the top thereof, and passed therethrough at a temperature of 5° C. and SV (Space Velocity)=0.8 hr-1. 96 parts of the reaction solution flowing ... The reactants are ClC(Cl)(OC(OC(Cl)(Cl)Cl)=O)Cl (triphosgene), OCC(C(C)=O)(C)CO (3,3-dihydroxymethyl-2-butanone), C1CCOC1 (THF), three. Solvent: C(C)N(CC)CC (Triethylamine). Reaction conditions: temperature -78 celsius. The product is C(C)(=O)C1(COC(OC1)=O)C (5-Acetyl-5-methyl-1,3-dioxan-2-one). RXN SMILES: Cl[C:2](Cl)([O:4][C:5](=[O:11])[O:6][C:7](Cl)(Cl)Cl)Cl.O[CH2:14][C:15](CO)(C)[C:16](=[O:18])[CH3:17].C1COCC1>C(N(CC)CC)C>[C:16]([C:15]1([CH3:14])[CH2:7][O:6][C:5](=[O:11])[O:4][CH2:2]1)(=[O:18])[CH3:17]. Reported procedure: In a one liter three neck flask equipped with a mechanical stirrer and under nitrogen were added triphosgene (37.0 g), 3,3-dihydroxymethyl-2-butanone (50 g) and THF (300 mL). The resulting mixture was stirred until a homogeneous solution resulted. This homogeneous solution was cooled to -78° C. Triethylamine (75.0 g) was added to the this solution over 30 min. The cold bath was removed and the reaction allowed to warm to room temperature. After stirring for one hour at room temperature the triet... Reactants: CCN(C(C)C)C(C)C, C1COCCO1, CCOC(C)=O, CCOC(=O)C1=C(O)c2cc(F)c(Cl)cc2C(C)(C)C1=O, Cl, CC(C)(C)OC(=O)CN. The product is CC(C)(C)OC(=O)CNC(=O)C1=C(O)c2cc(F)c(Cl)cc2C(C)(C)C1=O. As a reaction SMILES: [CH2:22]([N:23]([CH:24]([CH3:25])[CH3:26])[CH:27]([CH3:28])[CH3:29])[CH3:30].[CH2:41]1[O:42][CH2:43][CH2:44][O:45][CH2:46]1.[CH3:47][CH2:48][O:49][C:50]([CH3:51])=[O:52].[Cl:1][c:2]1[c:3]([F:21])[cH:4][c:5]2[c:10]([cH:11]1)[C:9]([CH3:12])([CH3:13])[C:8](=[O:14])[C:7]([C:15](=[O:16])[O:17][CH2:18][CH3:19])=[C:6]2[OH:20].[ClH:31].[NH2:32][CH2:33][C:34](=[O:35])[O:36][C:37]([CH3:38])([CH3:39])[CH3:40]>>[Cl:1][c:2]1[c:3]([F:21])[cH:4][c:5]2[c:10]([cH:11]1)[C:9]([CH3:12])([CH3:13])[C:8](=[O:14])[C:7]([C:15](=[O:16])[NH:32][CH2:33][C:34](=[O:35])[O:36][C:37]([CH3:38])([CH3:39])[CH3:40])=[C:6]2[OH:20]. Reactants: BrCC1=C(C(=O)OCC)C=CN=C1Cl (ethyl 3-(bromomethyl)-2-chloroisonicotinate), Cl.CC1=CC(=NC=C1OCCC(F)(F)F)CN ((4-methyl-5-(3,3,3-trifluoropropoxy)pyridin-2-yl)methanamine hydrochloride). Yields the product ClC1=NC=CC2=C1CN(C2=O)CC2=NC=C(C(=C2)C)OCCC(F)(F)F (4-chloro-2-((4-methyl-5-(3,3,3-trifluoropropoxy)pyridin-2-yl)methyl)-2,3-dihydro-1H-pyrrolo[3,4-c]pyridin-1-one). The yield is 65.0%. RXN SMILES: Br[CH2:2][C:3]1[C:13]([Cl:14])=[N:12][CH:11]=[CH:10][C:4]=1[C:5]([O:7]CC)=O.Cl.[CH3:16][C:17]1[C:22]([O:23][CH2:24][CH2:25][C:26]([F:29])([F:28])[F:27])=[CH:21][N:20]=[C:19]([CH2:30][NH2:31])[CH:18]=1>>[Cl:14][C:13]1[C:3]2[CH2:2][N:31]([CH2:30][C:19]3[CH:18]=[C:17]([CH3:16])[C:22]([O:23][CH2:24][CH2:25][C:26]([F:29])([F:27])[F:28])=[CH:21][N:20]=3)[C:5](=[O:7])[C:4]=2[CH:10]=[CH:11][N:12]=1 |f:1.2|. Procedure details: The title compound is prepared in 65% yield (120 mg, white solid) from ethyl 3-(bromomethyl)-2-chloroisonicotinate (130 mg, 0.48 mmol, Step-1 of Intermediate-1) and (4-methyl-5-(3,3,3-trifluoropropoxy)pyridin-2-yl)methanamine hydrochloride (130 mg, 0.48 mmol, Amine-58) in a similar manner to Intermediate-2. The reactants are O=C([O-])[O-], CN(C)C=O, ClCCN1CCOCC1, [K+], [K+], Nc1nc(S)nc2c1nc(O)n2Cc1ccccc1. Product: Nc1nc(SCCN2CCOCC2)nc2c1nc(O)n2Cc1ccccc1. As a reaction SMILES: [C:20](=[O:21])([O-:22])[O-:23].[CH3:35][N:36]([CH3:37])[CH:38]=[O:39].[Cl:26][CH2:27][CH2:28][N:29]1[CH2:30][CH2:31][O:32][CH2:33][CH2:34]1.[K+:24].[K+:25].[NH2:1][c:2]1[c:3]2[n:4][c:5]([OH:19])[n:6]([CH2:12][c:13]3[cH:14][cH:15][cH:16][cH:17][cH:18]3)[c:7]2[n:8][c:9]([SH:11])[n:10]1>>[NH2:1][c:2]1[c:3]2[n:4][c:5]([OH:19])[n:6]([CH2:12][c:13]3[cH:14][cH:15][cH:16][cH:17][cH:18]3)[c:7]2[n:8][c:9]([S:11][CH2:27][CH2:28][N:29]2[CH2:30][CH2:31][O:32][CH2:33][CH2:34]2)[n:10]1. The reactants are ClC=1C=[N+](C=C(C1C[C@H](OC(=O)C=1N(C=CC1)S(=O)(=O)C1=CC=C(C=C1)[N+](=O)[O-])C1=CC(=C(C=C1)OC(F)F)OCC1CC1)Cl)[O-] ((S)-3,5-dichloro-4-(2-(3-(cyclopropylmethoxy)-4-(difluoromethoxy)phenyl)-2-(1-(4-nitrophenylsulfonyl)-1H-pyrrole-2-carbonyloxy)-ethyl)pyridine 1-oxide), O.O.[Sn](Cl)Cl (tin(II) chloride dihydrate), O.O.[Sn](Cl)Cl (tin(II) chloride dihydrate). The solvent is C1CCOC1 (THF). Reaction conditions: temperature 45 celsius. Product: NC1=CC=C(C=C1)S(=O)(=O)N1C(=CC=C1)C(=O)O[C@@H](CC1=C(C=[N+](C=C1Cl)[O-])Cl)C1=CC(=C(C=C1)OC(F)F)OCC1CC1 ((S)-4-(2-(1-(4-aminophenylsulfonyl)-1H-pyrrole-2-carbonyloxy)-2-(3-(cyclopropylmethoxy)-4-(difluoromethoxy)-phenyl)ethyl)-3,5-dichloropyridine 1-oxide). The yield is 51.1%. As a reaction SMILES: [Cl:1][C:2]1[CH:3]=[N+:4]([O-:46])[CH:5]=[C:6]([Cl:45])[C:7]=1[CH2:8][C@@H:9]([C:30]1[CH:35]=[CH:34][C:33]([O:36][CH:37]([F:39])[F:38])=[C:32]([O:40][CH2:41][CH:42]2[CH2:44][CH2:43]2)[CH:31]=1)[O:10][C:11]([C:13]1[N:14]([S:18]([C:21]2[CH:26]=[CH:25][C:24]([N+:27]([O-])=O)=[CH:23][CH:22]=2)(=[O:20])=[O:19])[CH:15]=[CH:16][CH:17]=1)=[O:12].O.O.[Sn](Cl)Cl>C1COCC1>[NH2:27][C:24]1[CH:23]=[CH:22][C:21]([S:18]([N:14]2[CH:15]=[CH:16][CH:17]=[C:13]2[C:11]([O:10][C@H:9]([C:30]2[CH:35]=[CH:34][C:33]([O:36][CH:37]([F:38])[F:39])=[C:32]([O:40][CH2:41][CH:42]3[CH2:44][CH2:43]3)[CH:31]=2)[CH2:8][C:7]2[C:2]([Cl:1])=[CH:3][N+:4]([O-:46])=[CH:5][C:6]=2[Cl:45])=[O:12])(=[O:20])=[O:19])=[CH:26][CH:25]=1 |f:1.2.3|. Procedure: A mixture of (S)-3,5-dichloro-4-(2-(3-(cyclopropylmethoxy)-4-(difluoromethoxy)phenyl)-2-(1-(4-nitrophenylsulfonyl)-1H-pyrrole-2-carbonyloxy)-ethyl)pyridine 1-oxide (Int. 6) (424 mg, 0.607 mmol) and tin(II) chloride dihydrate (548 mg, 2.428 mmol) in THF (40 ml) was heated at 45° C. for 2 hours. Additional tin(II) chloride dihydrate (1.644 g, 7.284 mmol) was added in 3 portion over 3 hours at 60° C., and the resulting mixture was heated to reflux overnight. The solvent was removed and the mixture ... Starting materials: Cc1ccccc1S(=O)(=O)N1CCc2cn[nH]c2-c2ccccc21, CC(=O)O. Product: c1ccc2c(c1)NCCc1cn[nH]c1-2. RXN SMILES: [CH3:1][c:2]1[cH:3][cH:4][cH:5][cH:6][c:7]1[S:8](=[O:9])(=[O:10])[N:11]1[CH2:12][CH2:13][c:14]2[c:15]([nH:22][n:23][cH:24]2)-[c:16]2[c:17]1[cH:18][cH:19][cH:20][cH:21]2.[CH3:25][C:26](=[O:27])[OH:28]>>[NH:11]1[CH2:12][CH2:13][c:14]2[c:15]([nH:22][n:23][cH:24]2)-[c:16]2[c:17]1[cH:18][cH:19][cH:20][cH:21]2. The reactants are 50, C(CCC)O (n-butanol), solids, 54.6, C(C=C)(=O)OCC (ethyl acrylate), C(C(=C)C)(=O)OC (methyl methacrylate), C(C=C)(=O)O (acrylic acid), C(C(=C)C)(=O)OC(C)(C)C (t-butyl methacrylate), N(=NC(C#N)(C)C)C(C#N)(C)C (azobisisobutyronitrile). Solvent: C=1(C(=CC=CC1)C)C (xylene). Conditions: temperature 90 celsius, time 2 hour. The product is CC(C)C1=CC2=CCC3C(C2CC1)(CCCC3(C)C(=O)O)C (resin acid), 130. RXN SMILES: [C:1]([O:5]CC)(=[O:4])[CH:2]=[CH2:3].[C:8](OC)(=O)[C:9]([CH3:11])=[CH2:10].[C:15](O)(=O)[CH:16]=[CH2:17].[C:20](OC(C)(C)C)(=O)[C:21](C)=[CH2:22].N(C(C)(C)C#N)=N[C:32](C)([CH3:35])[C:33]#N.[CH2:42](O)[CH2:43][CH2:44][CH3:45]>C1(C)C(C)=CC=CC=1>[CH3:10][CH:9]([C:8]1[CH2:22][CH2:21][CH:20]2[C:44](=[CH:43][CH2:42][CH:15]3[C:2]([C:1]([OH:5])=[O:4])([CH3:3])[CH2:35][CH2:32][CH2:33][C:16]32[CH3:17])[CH:45]=1)[CH3:11]. Procedure details: A mixture of 50 parts of xylene and 50 parts of n-butanol was heated to 90° C. in the same flask as used in Production Example 1. To this was added dropwise a mixture of 54.6 parts of ethyl acrylate, 7.4 parts of methyl methacrylate, 16.7 parts of acrylic acid, 21.3 parts of t-butyl methacrylate and 2 parts of azobisisobutyronitrile at a constant rate over 3 hours. After the addition, the mixture was kept at the same temperature for 2 hours. A resin solution called Varnish B having 50.1% solids,... The reactants are COc1cccnc1CCCCNc1nc(=O)cc[nH]1, O=Cc1ccccn1, Cl. RXN SMILES: [CH3:9][O:10][c:11]1[c:12]([CH2:17][CH2:18][CH2:19][CH2:20][NH:21][c:22]2[nH:23][cH:24][cH:25][c:26](=[O:28])[n:27]2)[n:13][cH:14][cH:15][cH:16]1.[CH:1](=[O:2])[c:3]1[n:4][cH:5][cH:6][cH:7][cH:8]1.[ClH:29]>>[CH:1]([OH:2])([c:3]1[n:4][cH:5][cH:6][cH:7][cH:8]1)[c:25]1[cH:24][nH:23][c:22]([NH:21][CH2:20][CH2:19][CH2:18][CH2:17][c:12]2[c:11]([O:10][CH3:9])[cH:16][cH:15][cH:14][n:13]2)[n:27][c:26]1=[O:28]. Yields the product COc1cccnc1CCCCNc1nc(=O)c(C(O)c2ccccn2)c[nH]1. Reactants: CC(=O)C (acetone), C(C=C)C1CC(N1)=O (4-allylazetidin-2-one), cis-4-allyl-3-(2-hydroxy-2-propylazetidin)2, δ(CDCl3), C(C=C)[C@H]1[C@@H](C(N1)=O)C(C)(C)O (trans-4-allyl-3-(2-hydroxy-2-propyl)azetidin-2-one), solution, C(CCC)[Li] (n-butyl-lithium), 6d, δ(CDCl3). The solvent is petroleum ether, C(C)(=O)OCC (ethyl acetate), O1CCCC1 (tetrahydrofuran), C(Cl)(Cl)Cl (CHCl3), C(Cl)(Cl)Cl (CHCl3), O (water), CCCCCC (hexane). Reaction conditions: time 10 minute. The product is C(C=C)C1C(C(N1)=O)C(C)(C)O (4-Allyl-3-(2-hydroxy-2-propyl)azetidin-2-one). As a reaction SMILES: C(C1NC(=O)C1)C=C.C([Li])CCC.CC(C)=O.[CH2:18]([C@@H:21]1[NH:24][C:23](=[O:25])[C@H:22]1[C:26]([OH:29])([CH3:28])[CH3:27])[CH:19]=[CH2:20]>O1CCCC1.CCCCCC.C(Cl)(Cl)Cl.C(OCC)(=O)C.O>[CH2:18]([CH:21]1[NH:24][C:23](=[O:25])[CH:22]1[C:26]([OH:29])([CH3:28])[CH3:27])[CH:19]=[CH2:20]. Reported procedure: A solution of 4-allylazetidin-2-one (0.25 g) in dry tetrahydrofuran (25 ml) was stirred at -5° C. under argon and treated with a 2.5 M solution of n-butyl-lithium in hexane (3.0 ml). A period of 1 hour was allowed for the dianion to form and dry acetone (1.0 ml) was then added. After a further 10 mins. water (5 ml) was added to the reaction mixture, which was then concentrated to about 10 ml in volume. This was extracted with methylene chloride (20 ml), and the organic phase was then dried over ...